Task: describe an organic reaction: reactants, conditions, products, and yield. Dataset: the Open Reaction Database (ORD), a public repository of structured organic reaction records Starting materials: CCc1ccc(Br)cn1, CCCC[SnH](CCCC)CCCC, [Li]CCCC, CC(C)NC(C)C, C1CCOC1. Product: CCCC[Sn](CCCC)(CCCC)c1ccc(CC)nc1. Reaction SMILES: [Br:26][c:27]1[cH:28][cH:29][c:30]([CH2:33][CH3:34])[n:31][cH:32]1.[CH2:13]([CH2:14][CH2:15][CH3:16])[SnH:17]([CH2:18][CH2:19][CH2:20][CH3:21])[CH2:22][CH2:23][CH2:24][CH3:25].[CH2:1]([Li:2])[CH2:3][CH2:4][CH3:5].[CH:6]([NH:7][CH:8]([CH3:9])[CH3:10])([CH3:11])[CH3:12].[O:35]1[CH2:36][CH2:37][CH2:38][CH2:39]1>>[CH2:13]([CH2:14][CH2:15][CH3:16])[Sn:17]([CH2:18][CH2:19][CH2:20][CH3:21])([CH2:22][CH2:23][CH2:24][CH3:25])[c:27]1[cH:28][cH:29][c:30]([CH2:33][CH3:34])[n:31][cH:32]1. The reactants are Cc1cc(SC#N)c(C(C)(C)C)cc1OS(=O)(=O)N(C)C, CCO, [K+], O=P([O-])(O)O, OC(CS)C(O)CS. The product is Cc1cc(S)c(C(C)(C)C)cc1OS(=O)(=O)N(C)C. Reaction SMILES: [C:1]([CH3:2])([CH3:3])([CH3:4])[c:5]1[c:6]([S:19][C:20]#[N:21])[cH:7][c:8]([CH3:18])[c:9]([O:11][S:12]([N:13]([CH3:14])[CH3:15])(=[O:16])=[O:17])[cH:10]1.[CH3:36][CH2:37][OH:38].[K+:35].[P:30]([O-:31])([OH:32])([OH:33])=[O:34].[SH:22][CH2:23][CH:24]([CH:25]([CH2:26][SH:27])[OH:28])[OH:29]>>[C:1]([CH3:2])([CH3:3])([CH3:4])[c:5]1[c:6]([SH:19])[cH:7][c:8]([CH3:18])[c:9]([O:11][S:12]([N:13]([CH3:14])[CH3:15])(=[O:16])=[O:17])[cH:10]1. Reactants: N1C([C@]2(C3=CC=CC=C13)COC1=CC3=C(OCCO3)C=C12)=O ((8S)-2,3-dihydrospiro[furo[2,3-g][1,4]benzodioxine-8,3′-indol]-2′(1′H)-one), BrCC=1OC(=CC1)C(F)(F)F (2-(bromomethyl)-5-(trifluoromethyl)furan), CC1=NOC2=C1C=C1C(=C2)OCC12C(NC1=CC=CC=C21)=O (3-methylspiro[furo[3,2-f][1,2]benzisoxazole-5,3′-indol]-2′(1H)-one), C(C1=CC=CC=C1)OC1=CC=C(CCl)C=C1 (4-benzyloxybenzyl chloride). Yields the product C(C1=CC=CC=C1)OC1=CC=C(CN2C([C@]3(C4=CC=CC=C24)COC2=CC4=C(OCCO4)C=C23)=O)C=C1 ((8S)-1′-[4-(benzyloxy)benzyl]-2,3-dihydrospiro[furo[2,3-g][1,4]benzodioxine-8,3′-indol]-2′(1′H)-one). As a reaction SMILES: [NH:1]1[C:9]2[C:4](=[CH:5][CH:6]=[CH:7][CH:8]=2)[C@@:3]2([C:21]3[C:12](=[CH:13][C:14]4[O:19][CH2:18][CH2:17][O:16][C:15]=4[CH:20]=3)[O:11][CH2:10]2)[C:2]1=[O:22].C[C:24]1[C:28]2[CH:29]=[C:30]3[C:35]4([C:43]5[C:38](=[CH:39][CH:40]=[CH:41]C=5)NC4=O)[CH2:34][O:33][C:31]3=[CH:32][C:27]=2ON=1.C(OC1C=CC(CCl)=CC=1)C1C=CC=CC=1.BrCC1OC(C(F)(F)F)=CC=1>>[CH2:34]([O:33][C:31]1[CH:32]=[CH:27][C:28]([CH2:24][N:1]2[C:9]3[C:4](=[CH:5][CH:6]=[CH:7][CH:8]=3)[C@@:3]3([C:21]4[C:12](=[CH:13][C:14]5[O:19][CH2:18][CH2:17][O:16][C:15]=5[CH:20]=4)[O:11][CH2:10]3)[C:2]2=[O:22])=[CH:29][CH:30]=1)[C:35]1[CH:43]=[CH:38][CH:39]=[CH:40][CH:41]=1. Procedure: Following the procedure described in EXAMPLE 9 and making non-critical variations using (8S)-2,3-dihydrospiro[furo[2,3-g][1,4]benzodioxine-8,3′-indol]-2′(1′H)-one to replace 3-methylspiro[furo[3,2-f][1,2]benzisoxazole-5,3′-indol]-2′(1H)-one, and 4-benzyloxybenzyl chloride to replace 2-(bromomethyl)-5-(trifluoromethyl)furan, (8S)-1′-[4-(benzyloxy)benzyl]-2,3-dihydrospiro[furo[2,3-g][1,4]benzodioxine-8,3′-indol]-2′(1′H)-one was obtained (95%) as a colorless solid: mp 151-153° C.; 1H NMR (300 MHz, ... Starting materials: CO, COC(=O)C(Cl)(Cc1ccccc1C(F)(F)F)S(=O)(=O)CCC(F)(F)F, N. Yields the product NC(=O)C(Cl)(Cc1ccccc1C(F)(F)F)S(=O)(=O)CCC(F)(F)F. As a reaction SMILES: [CH3:28][OH:29].[Cl:1][C:2]([C:3](=[O:4])[O:5][CH3:6])([CH2:7][c:8]1[c:9]([C:14]([F:15])([F:16])[F:17])[cH:10][cH:11][cH:12][cH:13]1)[S:18](=[O:19])(=[O:20])[CH2:21][CH2:22][C:23]([F:24])([F:25])[F:26].[NH3:27]>>[Cl:1][C:2]([C:3](=[O:4])[NH2:27])([CH2:7][c:8]1[c:9]([C:14]([F:15])([F:16])[F:17])[cH:10][cH:11][cH:12][cH:13]1)[S:18](=[O:19])(=[O:20])[CH2:21][CH2:22][C:23]([F:24])([F:25])[F:26]. Starting materials: NC1=NC(=C2N=CN(C2=N1)COCCO)N (2-amino-9-(2-hydroxyethoxymethyl)adenine), CCOCC (ether). The solvent is C(=O)O (formic acid). Yields the product NC1=NC(=C2N=CN(C2=N1)COCCOC=O)N (2-amino-9-(2-formyloxyethoxymethyl)adenine). As a reaction SMILES: [NH2:1][C:2]1[N:10]=[C:9]2[C:5]([N:6]=[CH:7][N:8]2[CH2:11][O:12][CH2:13][CH2:14][OH:15])=[C:4]([NH2:16])[N:3]=1.C[CH2:18][O:19]CC>C(O)=O>[NH2:1][C:2]1[N:10]=[C:9]2[C:5]([N:6]=[CH:7][N:8]2[CH2:11][O:12][CH2:13][CH2:14][O:15][CH:18]=[O:19])=[C:4]([NH2:16])[N:3]=1. Procedure details: A solution of 2-amino-9-(2-hydroxyethoxymethyl)adenine (0.5 g) in 97% formic acid (2.5 ml) was stirred in an ice bath for 3 hours, and then at room temperature overnight. Dry ether (80 ml) was added and the mixture chilled. The solid was removed by filtration and dissolved in hot acetonitrile (125 ml); residual solids were removed by filtration. The filtrate was applied to a column containing silica gel (14 g) in acetonitrile. The column was eluted with dry acetone. The eluate was evaporated and... Reactants: CC(=O)C=C (methylvinylketone), C1=CC=CC=2SCC3=C(C(C21)=C2CCNCC2)C=CC=C3 (4-(6,11-dihydrodibenzo[b,e]thiepin-11-ylidene)piperidine), C(\C=C\C(=O)[O-])(=O)[O-] (fumarate), C1=CC=CC=2SCC3=C(C(C21)=C2CCN(CC2)C)C=CC=C3 (4-(6,11-dihydrodibenzo[b,e]thiepin-11-ylidene)-1-methylpiperidine). Solvent: C(C)O (ethanol), C(C)O (ethanol). Product: C1=CC=CC=2SCC3=C(C(C21)=C2CCN(CC2)CCC(C)=O)C=CC=C3 (4-[4-(6,11-dihydrodibenzo[b,e]thiepin-11-ylidene)piperidino]-2-butanone). RXN SMILES: [CH3:1][C:2]([CH:4]=[CH2:5])=[O:3].[CH:6]1[C:16]2[C:15](=[C:17]3[CH2:22][CH2:21][NH:20][CH2:19][CH2:18]3)[C:14]3[CH:23]=[CH:24][CH:25]=[CH:26][C:13]=3[CH2:12][S:11][C:10]=2[CH:9]=[CH:8][CH:7]=1.C([O-])(=O)/C=C/C([O-])=O.C1C2C(=C3CCN(C)CC3)C3C=CC=CC=3CSC=2C=CC=1>C(O)C>[CH:6]1[C:16]2[C:15](=[C:17]3[CH2:22][CH2:21][N:20]([CH2:5][CH2:4][C:2](=[O:3])[CH3:1])[CH2:19][CH2:18]3)[C:14]3[CH:23]=[CH:24][CH:25]=[CH:26][C:13]=3[CH2:12][S:11][C:10]=2[CH:9]=[CH:8][CH:7]=1. Procedure details: A solution of 2.8 g of methylvinylketone in 5 cc of ethanol is added dropwise within 2 minutes to a solution of 7.8 g of 4-(6,11-dihydrodibenzo[b,e]thiepin-11-ylidene)piperidine [M.P. of the fumarate 245°-247°, produced in a manner analogous to that described in Example 9(a), from 4-(6,11-dihydrodibenzo[b,e]thiepin-11-ylidene)-1-methylpiperidine] in 25 cc of ethanol. The reaction mixture is heated at reflux for 1 hour, is then completely concentrated at reduced pressure, and the oily residue, th... The reactants are O=C(O)CNC(=O)c1ccc(C2=NOC(c3cc(Cl)cc(Cl)c3)(C(F)(F)F)C2)c2ccccc12, ClCCl, NCC(F)(F)F. Yields the product O=C(CNC(=O)c1ccc(C2=NOC(c3cc(Cl)cc(Cl)c3)(C(F)(F)F)C2)c2ccccc12)NCC(F)(F)F. RXN SMILES: [Cl:1][c:2]1[cH:3][c:4]([C:9]2([C:31]([F:32])([F:33])[F:34])[CH2:10][C:11]([c:14]3[cH:15][cH:16][c:17]([C:24](=[O:25])[NH:26][CH2:27][C:28](=[O:29])[OH:30])[c:18]4[cH:19][cH:20][cH:21][cH:22][c:23]34)=[N:12][O:13]2)[cH:5][c:6]([Cl:8])[cH:7]1.[Cl:41][CH2:42][Cl:43].[F:35][C:36]([CH2:37][NH2:38])([F:39])[F:40]>>[Cl:1][c:2]1[cH:3][c:4]([C:9]2([C:31]([F:32])([F:33])[F:34])[CH2:10][C:11]([c:14]3[cH:15][cH:16][c:17]([C:24](=[O:25])[NH:26][CH2:27][C:28](=[O:29])[NH:38][CH2:37][C:36]([F:35])([F:39])[F:40])[c:18]4[cH:19][cH:20][cH:21][cH:22][c:23]34)=[N:12][O:13]2)[cH:5][c:6]([Cl:8])[cH:7]1.